From a dataset of the Open Reaction Database (ORD), a public repository of structured organic reaction records. describe an organic reaction: reactants, conditions, products, and yield Reactants: C(CCCCCCC)C1=CC=C(C=C1)N(C(OC(C)(C)C)=O)C (tert-Butyl 4-n-octylphenyl(methyl)carbamate). The reagents and catalysts are Cl (HCl). Run in C(=O)(C(F)(F)F)O (TFA), C(Cl)Cl (CH2Cl2), CCO (EtOH). Run at time 1 hour. The product is CNC1=CC=C(C=C1)CCCCCCCC (N-Methyl-4-n-octylaniline). The yield is 57.0%. As a reaction SMILES: [CH2:1]([C:9]1[CH:14]=[CH:13][C:12]([N:15](C)[C:16](=O)OC(C)(C)C)=[CH:11][CH:10]=1)[CH2:2][CH2:3][CH2:4][CH2:5][CH2:6][CH2:7][CH3:8]>C(O)(C(F)(F)F)=O.C(Cl)Cl.CCO.Cl>[CH3:16][NH:15][C:12]1[CH:13]=[CH:14][C:9]([CH2:1][CH2:2][CH2:3][CH2:4][CH2:5][CH2:6][CH2:7][CH3:8])=[CH:10][CH:11]=1. Reported procedure: A solution of the product of Step A (0.14 g; 0.44 mmol) in 60% TFA in CH2Cl2 (5 ml) was stirred for 30 min at room temperature and the mixture was diluted to 5 ml with EtOH and a few drops of concentrated HCl was added. This was evaporated to dryness under reduced pressure, kept in vacuo for 1 h and the residue was partitioned between saturated NaHCO3 (5 ml) and Et2O (15 ml). The organic phase was dried over anhydrous MgSO4 and filtered. The filtrate was evaporated under reduced pressure and the... Reactants: OC=1C=CC(=NC1)C(=O)OC (methyl 5-hydroxypyridine-2-carboxylate), [H-].[Na+] (sodium hydride), BrC1=C(S(C2=C1C=CC(=C2)OC)=O)C2=CC=C(C=C2)OC (3-bromo-6-methoxy-2-(4-methoxyphenyl)benzothiophene 1-oxide). The solvent is CN(C)C=O (DMF). Conditions: time 30 minute. Product: COC=1C=CC2=C(S(C(=C2OC=2C=CC(=NC2)C(=O)OC)C2=CC=C(C=C2)OC)=O)C1 (methyl 5-((6-methoxy-2-(4-methoxyphenyl)-1-oxidobenzo[b]thiophen-3-yl)oxy)picolinate). The yield is 52.6%. RXN SMILES: [OH:1][C:2]1[CH:3]=[CH:4][C:5]([C:8]([O:10][CH3:11])=[O:9])=[N:6][CH:7]=1.[H-].[Na+].Br[C:15]1[C:19]2[CH:20]=[CH:21][C:22]([O:24][CH3:25])=[CH:23][C:18]=2[S:17](=[O:26])[C:16]=1[C:27]1[CH:32]=[CH:31][C:30]([O:33][CH3:34])=[CH:29][CH:28]=1>CN(C=O)C>[CH3:25][O:24][C:22]1[CH:21]=[CH:20][C:19]2[C:15]([O:1][C:2]3[CH:3]=[CH:4][C:5]([C:8]([O:10][CH3:11])=[O:9])=[N:6][CH:7]=3)=[C:16]([C:27]3[CH:32]=[CH:31][C:30]([O:33][CH3:34])=[CH:29][CH:28]=3)[S:17](=[O:26])[C:18]=2[CH:23]=1 |f:1.2|. Procedure details: To a solution of methyl 5-hydroxypyridine-2-carboxylate (0.273 g, 1.78 mmol) in DMF (6.84 mL) at room temperature was added sodium hydride (60% suspension in oil, 0.043 g, 1.78 mmol) and the resulting mixture was stirred at room temperature for 30 mins. After 30 min at room temperature 3-bromo-6-methoxy-2-(4-methoxyphenyl)benzothiophene 1-oxide (0.5 g, 1.37 mmol) was added and the reaction was heated to 80° C. for 18 h. Upon completion the reaction was cooled to room temperature, quenched with w... The reactants are C(C)(=O)O (Acetic acid), BrBr (bromine), C(C)(=O)C1=CC=C(C=C1)NC(C)=O (N-(4-acetylphenyl)acetamide). Solvent: C(Cl)(Cl)(Cl)Cl (carbon tetrachloride), C(Cl)(Cl)(Cl)Cl (carbon tetrachloride). Product: BrCC(=O)C1=CC=C(C=C1)NC(C)=O (N-[4-(bromoacetyl)phenyl]acetamide). The yield is 97.6%. Reaction SMILES: [Br:1]Br.[C:3]([C:6]1[CH:11]=[CH:10][C:9]([NH:12][C:13](=[O:15])[CH3:14])=[CH:8][CH:7]=1)(=[O:5])[CH3:4].C(O)(=O)C>C(Cl)(Cl)(Cl)Cl>[Br:1][CH2:4][C:3]([C:6]1[CH:11]=[CH:10][C:9]([NH:12][C:13](=[O:15])[CH3:14])=[CH:8][CH:7]=1)=[O:5]. Procedure details: A solution of bromine (0.31 mL, 5.9 mmol) in carbon tetrachloride (10 mL) was added to a suspension of N-(4-acetylphenyl)acetamide (1 g, 5.6 mmol) (Lancaster Synthesis) in carbon tetrachloride (20 mL). The reaction mixture was stirred for several hours but TLC indicated only starting material. Acetic acid (10 mL) was added, and the reaction mixture was stirred overnight. Filtration gave N-[4-(bromoacetyl)phenyl]acetamide (1.4 g) as a solid. HPLC indicated that the purity was approximately 80%. T... Reactants: C(C)(=O)N1C=C(C=C1C1=CC=CC=C1)OC(C)=O (N-acetyl-3-acetoxy-5-phenylpyrrole), O=O (oxygen), ice, [OH-].[Na+] (NaOH). Run in CO (methanol). Run at temperature -15 celsius, time 10 minute. Yields the product OC1=CNC(=C1)C1=CC=CC=C1 (3-Hydroxy-5-phenylpyrrole). The yield is 93.4%. As a reaction SMILES: C([N:4]1[C:8]([C:9]2[CH:14]=[CH:13][CH:12]=[CH:11][CH:10]=2)=[CH:7][C:6]([O:15]C(=O)C)=[CH:5]1)(=O)C.O=O.[OH-].[Na+]>CO>[OH:15][C:6]1[CH:7]=[C:8]([C:9]2[CH:14]=[CH:13][CH:12]=[CH:11][CH:10]=2)[NH:4][CH:5]=1 |f:2.3|. Procedure: A finely divided portion of N-acetyl-3-acetoxy-5-phenylpyrrole (2) (36.8 g; 0.15 mol) was freed of oxygen by stirring in a flowing argon stream for 10 minutes, then suspended in deoxygenated methanol (MeOH) (379 mL), cooled to -6° C. (in a -15° C. methanol (MeOH)/dry-ice bath) under an inert gas atmosphere and rapidly treated with an ice cold deoxygenated solution of 2N NaOH (300 mL). The reaction temperature rose immediately upon addition of base to 18° C., and after ~3 minutes the reaction mix... Reactants: CC(=O)[O-], CC(=O)[O-], O=C([O-])O, CCC(CC)(c1ccc(C#CC2(O[Si](C)(C)C)CCOCC2)c(C)c1)c1ccc(B2OC(C)(C)C(C)(C)O2)c(C)c1, COC(=O)Cc1cncc(Br)c1, Cc1ccccc1, COc1cccc(OC)c1-c1ccccc1P(C1CCCCC1)C1CCCCC1, [K+], [K+], [K+], [Na+], O, O=P([O-])([O-])[O-], [Pd+2]. The product is CCC(CC)(c1ccc(C#CC2(O[Si](C)(C)C)CCOCC2)c(C)c1)c1ccc(-c2cncc(CC(=O)OC)c2)c(C)c1. As a reaction SMILES: [C:103]([O-:104])(=[O:105])[CH3:106].[C:108]([O-:109])(=[O:110])[CH3:111].[C:91](=[O:92])([OH:93])[O-:94].[CH2:50]([CH3:51])[C:52]([CH2:53][CH3:54])([c:55]1[cH:56][c:57]([CH3:70])[c:58]([B:61]2[O:62][C:63]([CH3:64])([CH3:65])[C:66]([CH3:67])([CH3:68])[O:69]2)[cH:59][cH:60]1)[c:71]1[cH:72][c:73]([CH3:90])[c:74]([C:77]#[C:78][C:79]2([O:85][Si:86]([CH3:87])([CH3:88])[CH3:89])[CH2:80][CH2:81][O:82][CH2:83][CH2:84]2)[cH:75][cH:76]1.[CH3:1][O:2][C:3]([CH2:4][c:5]1[cH:6][n:7][cH:8][c:9]([Br:11])[cH:10]1)=[O:12].[CH3:96][c:97]1[cH:98][cH:99][cH:100][cH:101][cH:102]1.[CH:13]1([P:14]([CH:15]2[CH2:16][CH2:17][CH2:18][CH2:19][CH2:20]2)[c:21]2[cH:22][cH:23][cH:24][cH:25][c:26]2-[c:27]2[c:28]([O:29][CH3:30])[cH:31][cH:32][cH:33][c:34]2[O:35][CH3:36])[CH2:37][CH2:38][CH2:39][CH2:40][CH2:41]1.[K+:47].[K+:48].[K+:49].[Na+:95].[OH2:112].[P:42]([O-:43])([O-:44])([O-:45])=[O:46].[Pd+2:107]>>[CH3:1][O:2][C:3]([CH2:4][c:5]1[cH:6][n:7][cH:8][c:9](-[c:58]2[c:57]([CH3:70])[cH:56][c:55]([C:52]([CH2:50][CH3:51])([CH2:53][CH3:54])[c:71]3[cH:72][c:73]([CH3:90])[c:74]([C:77]#[C:78][C:79]4([O:85][Si:86]([CH3:87])([CH3:88])[CH3:89])[CH2:80][CH2:81][O:82][CH2:83][CH2:84]4)[cH:75][cH:76]3)[cH:60][cH:59]2)[cH:10]1)=[O:12]. Reactants: CCO, Cl, C=COCCONC(=O)c1cc(F)c(F)c(F)c1Nc1ccc(I)cc1C, O. The product is Cc1cc(I)ccc1Nc1c(C(=O)NOCCO)cc(F)c(F)c1F. Reaction SMILES: [CH3:30][CH2:31][OH:32].[ClH:28].[I:1][c:2]1[cH:3][c:4]([CH3:27])[c:5]([NH:8][c:9]2[c:10]([C:11](=[O:12])[NH:13][O:14][CH2:15][CH2:16][O:17][CH:18]=[CH2:19])[cH:20][c:21]([F:26])[c:22]([F:25])[c:23]2[F:24])[cH:6][cH:7]1.[OH2:29]>>[I:1][c:2]1[cH:3][c:4]([CH3:27])[c:5]([NH:8][c:9]2[c:10]([C:11](=[O:12])[NH:13][O:14][CH2:15][CH2:16][OH:17])[cH:20][c:21]([F:26])[c:22]([F:25])[c:23]2[F:24])[cH:6][cH:7]1. Reactants: [OH-].[Na+] (sodium hydroxide), [OH-].[Na+] (sodium hydroxide), C(Cl)Cl (methylene chloride), [BH4-].[Na+] (sodium borohydride), C(#N)C1=CC=2N(C3=CC=CC=C3SC2C=C1)C(C(=O)OCC)C (ethyl (2RS)-2-(2-cyano-10-phenothiazinyl)propionate). The solvent is O1CCCC1 (tetrahydrofuran), C(CS)S (1,2-ethanedithiol), O1CCCC1 (tetrahydrofuran). Conditions: temperature 20 celsius, time 15 minute. The product is OCC(C)N1C2=CC=CC=C2SC=2C=CC(=CC12)C#N (10-[(2RS)-1-Hydroxy-2-propyl]-2-phenothiazinecarbonitrile). Isolated yield 65.9%. Reaction SMILES: [BH4-].[Na+].[C:3]([C:5]1[CH:18]=[CH:17][C:16]2[S:15][C:14]3[C:9](=[CH:10][CH:11]=[CH:12][CH:13]=3)[N:8]([CH:19]([CH3:25])[C:20](OCC)=[O:21])[C:7]=2[CH:6]=1)#[N:4].[OH-].[Na+].C(Cl)Cl>O1CCCC1.C(S)CS>[OH:21][CH2:20][CH:19]([N:8]1[C:7]2[CH:6]=[C:5]([C:3]#[N:4])[CH:18]=[CH:17][C:16]=2[S:15][C:14]2[C:9]1=[CH:10][CH:11]=[CH:12][CH:13]=2)[CH3:25] |f:0.1,3.4|. Reported procedure: Into a suspension of sodium borohydride (52 g) in tetrahydrofuran (1.4 liters), 1,2-ethanedithiol (113 cc) is introduced with stirring in the course of 15 minutes and at a temperature in the region of 20° C., followed, in the course of 15 minutes under the same conditions, by a solution of ethyl (2RS)-2-(2-cyano-10-phenothiazinyl)propionate (296 g) in tetrahydrofuran (1.4 liters). When the addition is complete, the reaction mixture is heated for 20 hours to a temperature in the region of 60° C. ... Procedure: A solution of 3-benzyl-6-iodo-2-(trifluoromethyl)quinolin-4-ol (6.10 g, 14.2 mmol, Intermediate 71: step a) in phosphoryl trichloride (18 mL, 194 mmol) was heated at 110° C. for 3 hours, then concentrated in vacuo. After cooling down to room temperature, ice-water and DCM were added to the residue, and the mixture was basified at 4° C. by the addition of 50% aqueous NaOH and concentrated NH4OH to pH 9. The organic layer was separated and the aqueous layer was extracted with DCM. The combined org... RXN SMILES: [CH2:1]([C:8]1[C:9]([C:20]([F:23])([F:22])[F:21])=[N:10][C:11]2[C:16]([C:17]=1O)=[CH:15][C:14]([I:19])=[CH:13][CH:12]=2)[C:2]1[CH:7]=[CH:6][CH:5]=[CH:4][CH:3]=1.P(Cl)(Cl)([Cl:26])=O.C(C1C(C(F)(F)F)=NC2C(C=1Cl)=CC=CC=2)C1C=CC=CC=1>>[CH2:1]([C:8]1[C:9]([C:20]([F:23])([F:22])[F:21])=[N:10][C:11]2[C:16]([C:17]=1[Cl:26])=[CH:15][C:14]([I:19])=[CH:13][CH:12]=2)[C:2]1[CH:7]=[CH:6][CH:5]=[CH:4][CH:3]=1. The reactants are C(C1=CC=CC=C1)C=1C(=NC2=CC=C(C=C2C1O)I)C(F)(F)F (3-benzyl-6-iodo-2-(trifluoromethyl)quinolin-4-ol), Intermediate 71, P(=O)(Cl)(Cl)Cl (phosphoryl trichloride), C(C1=CC=CC=C1)C=1C(=NC2=CC=CC=C2C1Cl)C(F)(F)F (3-benzyl-4-chloro-2-(trifluoromethyl)quinoline). The product is C(C1=CC=CC=C1)C=1C(=NC2=CC=C(C=C2C1Cl)I)C(F)(F)F (3-Benzyl-4-chloro-6-iodo-2-(trifluoromethyl)quinoline).